This data is from the Open Reaction Database (ORD), a public repository of structured organic reaction records. The task is: describe an organic reaction: reactants, conditions, products, and yield Reported procedure: This material was prepared from 3-(4,4′-dichlorobenzhydryloxy)azetidine (36) and the corresponding commercially available isocyanate, using the procedure described for compound (5). Reactants: ClC1=CC=C(C(C2=CC=C(C=C2)Cl)OC2CNC2)C=C1 (3-(4,4′-dichlorobenzhydryloxy)azetidine), [N-]=C=O (isocyanate), ClC1=C(C(C2=CC=C(C=C2)Cl)OC2CN(C2)C(=O)NC(C)(C)C)C=CC(=C1)Cl (3-(2,4,4′-trichlorobenzhydryloxy)-N-(tert-butyl)azetidine-1-carboxamide). Reaction SMILES: ClC1C=CC([CH:6](OC2CNC2)[C:7]2[CH:12]=[CH:11][C:10](Cl)=[CH:9][CH:8]=2)=CC=1.[N-]=[C:22]=O.Cl[C:25]1[CH:50]=[C:49]([Cl:51])[CH:48]=[CH:47][C:26]=1[CH:27]([O:35][CH:36]1[CH2:39][N:38]([C:40]([NH:42]C(C)(C)C)=[O:41])[CH2:37]1)[C:28]1[CH:33]=[CH:32][C:31]([Cl:34])=[CH:30][CH:29]=1>>[Cl:51][C:49]1[CH:48]=[CH:47][C:26]([CH:27]([O:35][CH:36]2[CH2:37][N:38]([C:40]([NH:42][CH2:22][C:11]3[CH:10]=[CH:9][CH:8]=[C:7]([CH3:6])[CH:12]=3)=[O:41])[CH2:39]2)[C:28]2[CH:33]=[CH:32][C:31]([Cl:34])=[CH:30][CH:29]=2)=[CH:25][CH:50]=1. The product is ClC1=CC=C(C(C2=CC=C(C=C2)Cl)OC2CN(C2)C(=O)NCC2=CC(=CC=C2)C)C=C1 (3-(4,4′-dichlorobenzhydryloxy)-N-(3-methylbenzyl)azetidine-1-carboxamide). Starting materials: C(C)OC(=O)C=1C=C(C=CC1)C1=CC=C(C=C1)CSCCOC1=CC=CC=C1 (4′-(2-phenoxy-ethylsulfanylmethyl)-biphenyl-3-carboxylic acid ethyl ester), C(C)OC(=O)C1=CC=C(C=C1)C1=CC=C(C=C1)CSCCO (4′-(2-Hydroxy-ethylsulfanylmethyl)-biphenyl-4-carboxylic acid ethyl ester), C1(=CC=CC=C1)O (phenol), C1(=CC=CC=C1)P(C1=CC=CC=C1)C1=CC=CC=C1 (triphenylphosphine), diisopropyl azidocarboxylate. Solvent: C1CCOC1 (THF). Yields the product C(C)OC(=O)C1=CC=C(C=C1)C1=CC=C(C=C1)CSCCOC1=CC=CC=C1 (4′-(2-phenoxy-ethylsulfanylmethyl)-biphenyl4-carboxylic acid ethyl ester). Yield: 99.0%. RXN SMILES: C(OC(C1C=C([C:12]2[CH:17]=[CH:16][C:15]([CH2:18][S:19][CH2:20][CH2:21][O:22][C:23]3[CH:28]=[CH:27][CH:26]=[CH:25][CH:24]=3)=[CH:14][CH:13]=2)C=CC=1)=O)C.[CH2:29]([O:31][C:32]([C:34]1[CH:39]=[CH:38][C:37](C2C=CC(CSCCO)=CC=2)=[CH:36][CH:35]=1)=[O:33])[CH3:30].C1(O)C=CC=CC=1.C1(P(C2C=CC=CC=2)C2C=CC=CC=2)C=CC=CC=1>C1COCC1>[CH2:29]([O:31][C:32]([C:34]1[CH:39]=[CH:38][C:37]([C:12]2[CH:17]=[CH:16][C:15]([CH2:18][S:19][CH2:20][CH2:21][O:22][C:23]3[CH:28]=[CH:27][CH:26]=[CH:25][CH:24]=3)=[CH:14][CH:13]=2)=[CH:36][CH:35]=1)=[O:33])[CH3:30]. Procedure: 4′-(2-Phenoxy-ethylsulfanylmethyl)-biphenyl-4-carboxylic acid ethyl ester was prepared as described for 4′-(2-phenoxy-ethylsulfanylmethyl)-biphenyl-3-carboxylic acid ethyl ester. 4′-(2-Hydroxy-ethylsulfanylmethyl)-biphenyl-4-carboxylic acid ethyl ester (3.11 g, 9.83 mmol, 1 eq.) in anhydrous THF (100 mL) was treated with phenol (1.29 g, 13.76 mmol, 1.4 eq.), triphenylphosphine (3.61 g, 13.76 mmol, 1.4 eq.), and diisopropyl azidocarboxylate (2.78 g, 2.71 mL, 13.76 mmol, 1.4 eq.) as described. Whe...